This data is from the Open Reaction Database (ORD), a public repository of structured organic reaction records. The task is: describe an organic reaction: reactants, conditions, products, and yield Starting materials: COC(=O)C(=CC1CCCCC1)c1ccc(-n2nnnc2C)c(Cl)c1, CCO, [Na+], [OH-]. The product is Cc1nnnn1-c1ccc(C(=CC2CCCCC2)C(=O)O)cc1Cl. Reaction SMILES: [CH3:1][O:2][C:3]([C:4](=[CH:5][CH:6]1[CH2:7][CH2:8][CH2:9][CH2:10][CH2:11]1)[c:12]1[cH:13][c:14]([Cl:24])[c:15](-[n:18]2[n:19][n:20][n:21][c:22]2[CH3:23])[cH:16][cH:17]1)=[O:25].[CH3:28][CH2:29][OH:30].[Na+:27].[OH-:26]>>[O:2]=[C:3]([C:4](=[CH:5][CH:6]1[CH2:7][CH2:8][CH2:9][CH2:10][CH2:11]1)[c:12]1[cH:13][c:14]([Cl:24])[c:15](-[n:18]2[n:19][n:20][n:21][c:22]2[CH3:23])[cH:16][cH:17]1)[OH:25].